From a dataset of the Open Reaction Database (ORD), a public repository of structured organic reaction records. describe an organic reaction: reactants, conditions, products, and yield Starting materials: CC1=NC(=NO1)C=1N=CN2C1N(C(C1=C(C=CC=C21)C(F)(F)F)=O)C (3-(5-methyl-1,2,4-oxadiazol-3-yl)-4,5-dihydro-4-methyl-5-oxo-6-trifluoromethyl-imidazo(1,5-a)quinazoline), CN1C(NC2=CC=CC(=C2C1=O)C(F)(F)F)=O (3-methyl-5-trifluoromethyl 1,2,3,4-tetrahydro-2,4-dioxo-quinazoline), CC1=NC(=NO1)C[N+]#[C-] (5-methyl-3-isocyanomethyl-1,2,4-oxadiazole). Product: C1(CC1)C1=NC(=NO1)C=1N=CN2C1N(C(C1=CC=CC=C21)=O)C (3-(5-cyclopropyl-1,2,4-oxadiazol-3-yl)-4,5-dihydro-4-methyl-5-oxo-imidazo(1,5-a)quinazoline). As a reaction SMILES: [CH3:1][C:2]1[O:6][N:5]=[C:4]([C:7]2[N:8]=[CH:9][N:10]3[C:19]4[C:14](=[C:15](C(F)(F)F)[CH:16]=[CH:17][CH:18]=4)[C:13](=[O:24])[N:12]([CH3:25])[C:11]=23)[N:3]=1.CN1C(=O)C2[C:30](=[CH:31]C=CC=2C(F)(F)F)NC1=O.CC1ON=C(C[N+]#[C-])N=1>>[CH:1]1([C:2]2[O:6][N:5]=[C:4]([C:7]3[N:8]=[CH:9][N:10]4[C:19]5[C:14](=[CH:15][CH:16]=[CH:17][CH:18]=5)[C:13](=[O:24])[N:12]([CH3:25])[C:11]=34)[N:3]=2)[CH2:31][CH2:30]1. Procedure details: 3-(5-methyl-1,2,4-oxadiazol-3-yl)-4,5-dihydro-4-methyl-5-oxo-6-trifluoromethyl-imidazo(1,5-a)quinazoline, M.p. 251.5°-251.9° C., by reaction between 3-methyl-5-trifluoromethyl 1,2,3,4-tetrahydro-2,4-dioxo-quinazoline and 5-methyl-3-isocyanomethyl-1,2,4-oxadiazole. Reactants: CCOC(=O)c1c(F)cc(N2CCC(NC(=O)OC(C)(C)C)C2)c(F)c1F, CS(C)=O, NC1CC1. The product is CCOC(=O)c1c(F)cc(N2CCC(NC(=O)OC(C)(C)C)C2)c(F)c1NC1CC1. Reaction SMILES: [CH2:1]([CH3:2])[O:3][C:4]([c:5]1[c:6]([F:26])[c:7]([F:25])[c:8]([N:12]2[CH2:13][CH:14]([NH:17][C:18](=[O:19])[O:20][C:21]([CH3:22])([CH3:23])[CH3:24])[CH2:15][CH2:16]2)[cH:9][c:10]1[F:11])=[O:27].[CH3:32][S:33](=[O:34])[CH3:35].[CH:28]1([NH2:31])[CH2:29][CH2:30]1>>[CH2:1]([CH3:2])[O:3][C:4]([c:5]1[c:6]([NH:31][CH:28]2[CH2:29][CH2:30]2)[c:7]([F:25])[c:8]([N:12]2[CH2:13][CH:14]([NH:17][C:18](=[O:19])[O:20][C:21]([CH3:22])([CH3:23])[CH3:24])[CH2:15][CH2:16]2)[cH:9][c:10]1[F:11])=[O:27]. Reactants: C=1(C(=CC=CC1)C(=O)CN1C(C(CN(C2=C1C=C(C=C2)C)C2CCCCC2)NC(=O)NC2=CC(=CC=C2)C(=O)OCC)=O)C (1-[1-(2-Toluoylmethyl)-2-oxo-5-cyclohexyl-8-methyl-1,3,4,5-tetrahydro-2H-1,5-benzodiazepin-3-yl]-3-(3-ethoxycarbonylphenyl)urea), O.[OH-].[Li+] (lithium hydroxide monohydrate), solution. Solvent: O1CCCC1 (tetrahydrofuran), C(C)O (ethanol). Conditions: time 3 hour. The product is C=1(C(=CC=CC1)C(=O)CN1C(C(CN(C2=C1C=C(C=C2)C)C2CCCCC2)NC(NC=2C=C(C(=O)O)C=CC2)=O)=O)C (3-[3-[1-(2-toluoylmethyl)-2-oxo-5-cyclohexyl-8-methyl-1,3,4,5-tetrahydro-2H-1,5-benzodiazepin-3-yl]ureido]benzoic acid). The yield is 80.7%. Reaction SMILES: [C:1]1([CH3:44])[C:2]([C:7]([CH2:9][N:10]2[C:16]3[CH:17]=[C:18]([CH3:21])[CH:19]=[CH:20][C:15]=3[N:14]([CH:22]3[CH2:27][CH2:26][CH2:25][CH2:24][CH2:23]3)[CH2:13][CH:12]([NH:28][C:29]([NH:31][C:32]3[CH:37]=[CH:36][CH:35]=[C:34]([C:38]([O:40]CC)=[O:39])[CH:33]=3)=[O:30])[C:11]2=[O:43])=[O:8])=[CH:3][CH:4]=[CH:5][CH:6]=1.O.[OH-].[Li+]>O1CCCC1.C(O)C>[C:1]1([CH3:44])[C:2]([C:7]([CH2:9][N:10]2[C:16]3[CH:17]=[C:18]([CH3:21])[CH:19]=[CH:20][C:15]=3[N:14]([CH:22]3[CH2:27][CH2:26][CH2:25][CH2:24][CH2:23]3)[CH2:13][CH:12]([NH:28][C:29](=[O:30])[NH:31][C:32]3[CH:33]=[C:34]([CH:35]=[CH:36][CH:37]=3)[C:38]([OH:40])=[O:39])[C:11]2=[O:43])=[O:8])=[CH:3][CH:4]=[CH:5][CH:6]=1 |f:1.2.3|. Procedure: 1-[1-(2-Toluoylmethyl)-2-oxo-5-cyclohexyl-8-methyl-1,3,4,5-tetrahydro-2H-1,5-benzodiazepin-3-yl]-3-(3-ethoxycarbonylphenyl)urea (0.26 g) was dissolved in a mixed solvent of tetrahydrofuran (5 ml) and ethanol (5 ml), aqueous lithium hydroxide monohydrate (0.18 g) solution (5 ml) was added, and the mixture was stirred at room temperature for 3 hour. The reaction mixture was concentrated under reduced pressure, the residue was weakly acidified with 1N hydrochloric acid, and extracted with chlorofor... RXN SMILES: [C:41]([O:42][CH2:43][CH3:44])(=[O:45])[CH3:46].[C:47](=[O:48])([O-:49])[OH:50].[CH3:1][c:2]1[c:3](-[c:8]2[n:9][c:10](-[c:13]3[cH:14][c:15]([C:16](=[O:17])[N:18]([CH3:19])[CH3:20])[cH:21][cH:22][cH:23]3)[s:11][cH:12]2)[cH:4][n:5][cH:6][cH:7]1.[Cl:24][n:25]1[c:26](=[O:27])[n:28]([Cl:29])[c:30](=[O:31])[n:32]([Cl:33])[c:34]1=[O:35].[Na+:51].[O:36]=[CH:37][N:38]([CH3:39])[CH3:40]>>[CH3:1][c:2]1[c:3](-[c:8]2[n:9][c:10](-[c:13]3[cH:14][c:15]([C:16](=[O:17])[N:18]([CH3:19])[CH3:20])[cH:21][cH:22][cH:23]3)[s:11][c:12]2[Cl:24])[cH:4][n:5][cH:6][cH:7]1. Reactants: CCOC(C)=O, O=C([O-])O, Cc1ccncc1-c1csc(-c2cccc(C(=O)N(C)C)c2)n1, O=c1n(Cl)c(=O)n(Cl)c(=O)n1Cl, [Na+], CN(C)C=O. Yields the product Cc1ccncc1-c1nc(-c2cccc(C(=O)N(C)C)c2)sc1Cl. The reactants are [OH-].[Na+] (NaOH), [N+](=O)([O-])C=1C(=CC=2CCCCC2C1)N (3-Nitro-5,6,7,8-tetrahydro-2-naphthalenamine), N#CN (cyanamide), [CH]Cl (cHCl). The solvent is O (water). Reaction conditions: temperature 50 celsius, time 3 hour. The product is [N+]1(=NC(=NC2=C1C=C1CCCCC1=C2)N)[O-] (6,7,8,9-Tetrahydronaphtho[2,3-e][1,2,4]triazin-3-amine 1-Oxide). The yield is 34.7%. As a reaction SMILES: [N+:1]([C:4]1[C:5]([NH2:14])=[CH:6][C:7]2[CH2:8][CH2:9][CH2:10][CH2:11][C:12]=2[CH:13]=1)([O-])=[O:2].[N:15]#[C:16][NH2:17].[CH]Cl.[OH-].[Na+]>O>[N+:1]1([O-:2])[C:4]2[CH:13]=[C:12]3[C:7](=[CH:6][C:5]=2[N:14]=[C:16]([NH2:17])[N:15]=1)[CH2:8][CH2:9][CH2:10][CH2:11]3 |f:3.4,^3:17|. Procedure details: A mixture of nitroaniline 174 (0.77 g, 4.0 mmol) and cyanamide (0.68 g, 16.0 mmol) were mixed together at 100° C., cooled to 50° C., cHCl (5 mL) added carefully and the mixture heated at 100° C. for 4 h. The mixture was cooled to 50° C., 7.5 M NaOH solution added until the mixture was strongly basic and the mixture stirred at 100° C. for 3 h. The mixture was cooled, diluted with water (100 mL) and filtered. The precipitate was washed with water (3×20 mL), washed with ether (10 mL) and dried. The...